Task: describe an organic reaction: reactants, conditions, products, and yield. Dataset: the Open Reaction Database (ORD), a public repository of structured organic reaction records The reactants are BrC=1C(=NC(=CC1)Cl)OC (3-bromo-6-chloro-2-methoxypyridine), CC1(C2=C(C(=CC=C2)P(C3=CC=CC=C3)C4=CC=CC=C4)OC5=C(C=CC=C51)P(C6=CC=CC=C6)C7=CC=CC=C7)C (XantPhos), N1(CCNCC1)C(=O)OC(C)(C)C (tert-butyl piperazine-1-carboxylate), CC(C)([O-])C.[Na+] (sodium tert-butoxide). Reagents/catalysts: C=1C=CC(=CC1)/C=C/C(=O)/C=C/C2=CC=CC=C2.C=1C=CC(=CC1)/C=C/C(=O)/C=C/C2=CC=CC=C2.C=1C=CC(=CC1)/C=C/C(=O)/C=C/C2=CC=CC=C2.[Pd].[Pd] (Pd2(dba)3). The solvent is C1(=CC=CC=C1)C (toluene). Run at temperature 70 celsius, time 18 hour. The product is ClC1=CC=C(C(=N1)OC)N1CCN(CC1)C(=O)OC(C)(C)C (tert-butyl 4-(6-chloro-2-methoxypyridin-3-yl)piperazine-1-carboxylate). RXN SMILES: Br[C:2]1[C:3]([O:9][CH3:10])=[N:4][C:5]([Cl:8])=[CH:6][CH:7]=1.[N:11]1([C:17]([O:19][C:20]([CH3:23])([CH3:22])[CH3:21])=[O:18])[CH2:16][CH2:15][NH:14][CH2:13][CH2:12]1.CC(C)([O-])C.[Na+].CC1(C)C2C(=C(P(C3C=CC=CC=3)C3C=CC=CC=3)C=CC=2)OC2C(P(C3C=CC=CC=3)C3C=CC=CC=3)=CC=CC1=2>C1(C)C=CC=CC=1.C1C=CC(/C=C/C(/C=C/C2C=CC=CC=2)=O)=CC=1.C1C=CC(/C=C/C(/C=C/C2C=CC=CC=2)=O)=CC=1.C1C=CC(/C=C/C(/C=C/C2C=CC=CC=2)=O)=CC=1.[Pd].[Pd]>[Cl:8][C:5]1[N:4]=[C:3]([O:9][CH3:10])[C:2]([N:14]2[CH2:13][CH2:12][N:11]([C:17]([O:19][C:20]([CH3:23])([CH3:22])[CH3:21])=[O:18])[CH2:16][CH2:15]2)=[CH:7][CH:6]=1 |f:2.3,6.7.8.9.10|. Procedure: 3-bromo-6-chloro-2-methoxypyridine (1.15 g, 5.17 mmol), tert-butyl piperazine-1-carboxylate (900 mg, 4.8 mmol), sodium tert-butoxide (1.39 g, 14.5 mmol), Pd2(dba)3 (130 mg, 0.15 mmol) and XantPhos (250 mg, 0.44 mmol) were taken up in toluene (36 mL) under Ar. The reaction mixture was heated to 70° C. and was stirred for 18 h. The mixture was cooled and partitioned between water and EtOAc. The phases were separated, and the organic phase was dried over Na2SO4, filtered, and concentrated. The crud...